From a dataset of the Open Reaction Database (ORD), a public repository of structured organic reaction records. describe an organic reaction: reactants, conditions, products, and yield Reactants: [N+](=O)([O-])C1=CC2=C(SC3(CCN(CC3)C(C3=CC=CC=C3)=O)S2)C=C1 (5-Nitro-1'-benzoyl-spiro[1,3-benzodithiole-2,4'-piperidine]), [OH-].[Na+] (NaOH). Solvent: O (water), C(C)O (ethanol). Run at temperature 70 celsius. The product is [N+](=O)([O-])C1=CC2=C(SC3(CCNCC3)S2)C=C1 (5-Nitro-spiro[1,3-benzodithiole-2,4'-piperidine]). As a reaction SMILES: [N+:1]([C:4]1[CH:25]=[CH:24][C:7]2[S:8][C:9]3([S:23][C:6]=2[CH:5]=1)[CH2:14][CH2:13][N:12](C(=O)C1C=CC=CC=1)[CH2:11][CH2:10]3)([O-:3])=[O:2].[OH-].[Na+]>C(O)C.O>[N+:1]([C:4]1[CH:25]=[CH:24][C:7]2[S:8][C:9]3([S:23][C:6]=2[CH:5]=1)[CH2:10][CH2:11][NH:12][CH2:13][CH2:14]3)([O-:3])=[O:2] |f:1.2|. Procedure: 1.20 grams of the nitro dithioacetal from Step B in 46 mL of ethanol was treated with 18 mL of 40% aqueous NaOH and heated to 70° C. for 8 hours. The solution was diluted with water and extracted with CH2Cl2. The organics were combined, washed with water, saturated aqueous sodium carbonate, brine, dried (Na2SO4) and concentrated to an oil. The oil was filtered through silica gel eluting with 10% CH3OH in CH2Cl2 to give the product as a yellow solid. Starting materials: ClB(Cl)Cl, CCCC[N+](CCCC)(CCCC)CCCC, ClCCl, COc1ccc(S(=O)(=O)N2c3ccsc3-c3ccccc3C2C)cc1, [I-]. The product is CC1c2ccccc2-c2sccc2N1S(=O)(=O)c1ccc(O)cc1. RXN SMILES: [B:26]([Cl:27])([Cl:28])[Cl:29].[CH2:31]([N+:32]([CH2:33][CH2:34][CH2:35][CH3:36])([CH2:37][CH2:38][CH2:39][CH3:40])[CH2:41][CH2:42][CH2:43][CH3:44])[CH2:45][CH2:46][CH3:47].[CH2:48]([Cl:49])[Cl:50].[CH3:1][O:2][c:3]1[cH:4][cH:5][c:6]([S:9](=[O:10])(=[O:11])[N:12]2[CH:13]([CH3:25])[c:14]3[cH:15][cH:16][cH:17][cH:18][c:19]3-[c:20]3[c:21]2[cH:22][cH:23][s:24]3)[cH:7][cH:8]1.[I-:30]>>[OH:2][c:3]1[cH:4][cH:5][c:6]([S:9](=[O:10])(=[O:11])[N:12]2[CH:13]([CH3:25])[c:14]3[cH:15][cH:16][cH:17][cH:18][c:19]3-[c:20]3[c:21]2[cH:22][cH:23][s:24]3)[cH:7][cH:8]1. Reactants: CC1=NOC(=C1CN1N=CC(=C1)N1C(NCC1=O)=O)C (3-(1-((3,5-dimethylisoxazol-4-yl)methyl)-1H-pyrazol-4-yl)imidazolidine-2,4-dione), BrCC=1C=C(C#N)C=CC1 (3-(bromomethyl)benzonitrile). The product is CC1=NOC(=C1CN1N=CC(=C1)N1C(N(CC1=O)CC=1C=C(C#N)C=CC1)=O)C (3-((3-(1-((3,5-dimethylisoxazol-4-yl)methyl)-1H-pyrazol-4-yl)-2,4-dioxoimidazolidin-1-yl)methyl)benzonitrile). Isolated yield 21.0%. As a reaction SMILES: [CH3:1][C:2]1[C:6]([CH2:7][N:8]2[CH:12]=[C:11]([N:13]3[C:17](=[O:18])[CH2:16][NH:15][C:14]3=[O:19])[CH:10]=[N:9]2)=[C:5]([CH3:20])[O:4][N:3]=1.Br[CH2:22][C:23]1[CH:24]=[C:25]([CH:28]=[CH:29][CH:30]=1)[C:26]#[N:27]>>[CH3:1][C:2]1[C:6]([CH2:7][N:8]2[CH:12]=[C:11]([N:13]3[C:17](=[O:18])[CH2:16][N:15]([CH2:22][C:23]4[CH:24]=[C:25]([CH:28]=[CH:29][CH:30]=4)[C:26]#[N:27])[C:14]3=[O:19])[CH:10]=[N:9]2)=[C:5]([CH3:20])[O:4][N:3]=1. Reported procedure: Prepared as in example 10-5 from 3-(1-((3,5-dimethylisoxazol-4-yl)methyl)-1H-pyrazol-4-yl)imidazolidine-2,4-dione (example 10-1) and 3-(bromomethyl)benzonitrile. Yield 21%. MS M+H calculated 411.1; found 411.1. The title compound was shown to inhibit hT2R08 bitter receptor and had an IC50 of 1 uM. Reactants: Cl (hydrochloric acid), [H-].[Na+] (Sodium hydride), C(C1=CC=CC=C1)OC1=CC=C(CN2C=C(C(=C2)C2=CC=CC=C2)C=O)C=C1 (1-(4-benzyloxybenzyl)-4-phenylpyrrole-3-carbaldehyde), C(C)OP(=O)(OCC)CC(=O)OCC (ethyl diethylphosphonoacetate). Solvent: CN(C=O)C (N,N-dimethylformamide). Conditions: time 2 hour. The product is C(C1=CC=CC=C1)OC1=CC=C(CN2C=C(C(=C2)C2=CC=CC=C2)/C=C/C(=O)OCC)C=C1 (ethyl(E)-3-[1-(4-benzyloxybenzyl)-4-phenyl-3-pyrrolyl]propenoate). Isolated yield 94.1%. Reaction SMILES: [H-].[Na+].[CH2:3]([O:10][C:11]1[CH:30]=[CH:29][C:14]([CH2:15][N:16]2[CH:20]=[C:19]([C:21]3[CH:26]=[CH:25][CH:24]=[CH:23][CH:22]=3)[C:18]([CH:27]=O)=[CH:17]2)=[CH:13][CH:12]=1)[C:4]1[CH:9]=[CH:8][CH:7]=[CH:6][CH:5]=1.C(OP([CH2:39][C:40]([O:42][CH2:43][CH3:44])=[O:41])(OCC)=O)C.Cl>CN(C)C=O>[CH2:3]([O:10][C:11]1[CH:30]=[CH:29][C:14]([CH2:15][N:16]2[CH:20]=[C:19]([C:21]3[CH:22]=[CH:23][CH:24]=[CH:25][CH:26]=3)[C:18](/[CH:27]=[CH:39]/[C:40]([O:42][CH2:43][CH3:44])=[O:41])=[CH:17]2)=[CH:13][CH:12]=1)[C:4]1[CH:5]=[CH:6][CH:7]=[CH:8][CH:9]=1 |f:0.1|. Procedure: Sodium hydride (60%, oily, 2.13 g) was added to a mixture of 1-(4-benzyloxybenzyl)-4-phenylpyrrole-3-carbaldehyde (18.00 g), ethyl diethylphosphonoacetate (12.09 g) and N,N-dimethylformamide (150 ml) at 0° C., and the mixture was stirred at room temperature for 2 hours. The reaction mixture was poured into dilute hydrochloric acid, which was extracted with ethyl acetate. The ethyl acetate layer was washed with saturated aqueous sodium chloride solution, dried (MgSO4), and then concentrated. The ...